The task is: describe an organic reaction: reactants, conditions, products, and yield. This data is from the Open Reaction Database (ORD), a public repository of structured organic reaction records. Reaction SMILES: [NH2:1][C:2]1[CH:12]=[CH:11][C:5]([C:6]([O:8][CH2:9][CH3:10])=[O:7])=[CH:4][CH:3]=1.[CH3:13][C:14]1[CH:18]=[C:17]([C:19](Cl)=[O:20])[O:16][N:15]=1>CC(C)=O>[CH2:9]([O:8][C:6]([C:5]1[CH:4]=[CH:3][C:2]([NH:1][C:19]([C:17]2[O:16][N:15]=[C:14]([CH3:13])[CH:18]=2)=[O:20])=[CH:12][CH:11]=1)=[O:7])[CH3:10]. The solvent is CC(=O)C (acetone). Product: C(C)OC(=O)C1=CC=C(C=C1)NC(=O)C1=CC(=NO1)C (N-(p-ethoxycarbonylphenyl)-3-methylisoxazole-5-carboxamide). Reported procedure: To a stirred solution of 3.3 g of ethyl p-aminobenzoate in 60 ml of acetone was added 1.46 g of 3-methylisoxazole-5-carbonyl chloride. The mixture was stirred at room temperature for 1 hr. and then refluxed for 1 hr. The solvent was removed and the residue was washed with 5% hydrochloric acid, 5% potassium carbonate and water. Recrystallization from a mixture of benzene and n-hexane gave 1.6 g of pure product. Melting point: 160°-163° C. Yield: 58.4%. Isolated yield 58.2%. Conditions: time 1 hour. Reactants: NC1=CC=C(C(=O)OCC)C=C1 (ethyl p-aminobenzoate), CC1=NOC(=C1)C(=O)Cl (3-methylisoxazole-5-carbonyl chloride). The reactants are C(O)([O-])=O.[Na+] (sodium hydrogen-carbonate), OC1=CC=C2C(=CC(NC2=C1)=O)C1=CC=CC=C1 (7-hydroxy-4-phenylcarbostyril), [OH-].[K+] (potassium hydroxide), ClCCCN1CCC(CC1)C1=CC=CC=C1 (1-(3-chloropropyl)-4-phenylpiperidine), Cl (hydrochloric acid). Run in CN(C=O)C (dimethylformamide), CO (methanol), CO (methanol). Product: Cl.C1(=CC=CC=C1)C1=CC(NC2=CC(=CC=C12)OCCCN1CCC(CC1)C1=CC=CC=C1)=O (4-phenyl-7-[3-(4-phenyl-1-piperidyl)propoxy]carbostyril monohydrochloride). Isolated yield 58.0%. RXN SMILES: [OH:1][C:2]1[CH:11]=[C:10]2[C:5]([C:6]([C:13]3[CH:18]=[CH:17][CH:16]=[CH:15][CH:14]=3)=[CH:7][C:8](=[O:12])[NH:9]2)=[CH:4][CH:3]=1.[OH-].[K+].[Cl:21][CH2:22][CH2:23][CH2:24][N:25]1[CH2:30][CH2:29][CH:28]([C:31]2[CH:36]=[CH:35][CH:34]=[CH:33][CH:32]=2)[CH2:27][CH2:26]1.C(=O)([O-])O.[Na+].Cl>CO.CN(C)C=O>[ClH:21].[C:13]1([C:6]2[C:5]3[C:10](=[CH:11][C:2]([O:1][CH2:22][CH2:23][CH2:24][N:25]4[CH2:26][CH2:27][CH:28]([C:31]5[CH:36]=[CH:35][CH:34]=[CH:33][CH:32]=5)[CH2:29][CH2:30]4)=[CH:3][CH:4]=3)[NH:9][C:8](=[O:12])[CH:7]=2)[CH:14]=[CH:15][CH:16]=[CH:17][CH:18]=1 |f:1.2,4.5,9.10|. Reported procedure: 2.4 Grams of 7-hydroxy-4-phenylcarbostyril and 0.8 g of potassium hydroxide were mixed with 60 ml of methanol and concentrated under a reduced pressure to dryness. To the residue thus obtained was added 60 ml of dimethylformamide and well mixed, then 5 g of 1-(3-chloropropyl)-4-phenylpiperidine was added to the mixture and heated at 70°-80° C. for 8 hours under stir ring condition. The reaction mixture was concentrated under a reduced pressure to dryness, and to the residue thus obtained was add... The reactants are ClC1=CC=C(C=C1)[C@@]1(C(CN(CC1)C([C@@H](C(C)C)NC(=O)C1CC(CC1)=C)=O)(C)C)O (N-((R)-1-((S)-4-(4-chlorophenyl)-4-hydroxy-3,3-dimethylpiperidin-1-yl)-3-methyl-1-oxobutan-2-yl)-3-methylenecyclopentanecarboxamide), C([O-])(O)=O.[Na+] (sodium bicarbonate), S(=O)([O-])[O-].[Na+].[Na+] (sodium sulfite), C1=CC(=CC(=C1)Cl)C(=O)OO (m-CPBA). Run in C(Cl)Cl (methylene chloride), O (water). Reaction conditions: temperature 5 celsius, time 1 hour. The product is ClC1=CC=C(C=C1)[C@@]1(C(CN(CC1)C([C@@H](C(C)C)NC(=O)C1CC2(CO2)CC1)=O)(C)C)O (N-((R)-1-((S)-4-(4-Chlorophenyl)-4-hydroxy-3,3-dimethylpiperidin-1-yl)-3-methyl-1-oxobutan-2-yl)-1-oxaspiro[2.4]heptane-5-carboxamide). Isolated yield 96.5%. As a reaction SMILES: [Cl:1][C:2]1[CH:7]=[CH:6][C:5]([C@@:8]2([OH:31])[CH2:13][CH2:12][N:11]([C:14](=[O:28])[C@H:15]([NH:19][C:20]([CH:22]3[CH2:26][CH2:25][C:24](=[CH2:27])[CH2:23]3)=[O:21])[CH:16]([CH3:18])[CH3:17])[CH2:10][C:9]2([CH3:30])[CH3:29])=[CH:4][CH:3]=1.C(=O)(O)[O-:33].[Na+].C1C=C(Cl)C=C(C(OO)=O)C=1.S([O-])([O-])=O.[Na+].[Na+]>C(Cl)Cl.O>[Cl:1][C:2]1[CH:3]=[CH:4][C:5]([C@@:8]2([OH:31])[CH2:13][CH2:12][N:11]([C:14](=[O:28])[C@H:15]([NH:19][C:20]([CH:22]3[CH2:26][CH2:25][C:24]4([O:33][CH2:27]4)[CH2:23]3)=[O:21])[CH:16]([CH3:17])[CH3:18])[CH2:10][C:9]2([CH3:29])[CH3:30])=[CH:6][CH:7]=1 |f:1.2,4.5.6|. Procedure details: A mixture of N-((R)-1-((S)-4-(4-chlorophenyl)-4-hydroxy-3,3-dimethylpiperidin-1-yl)-3-methyl-1-oxobutan-2-yl)-3-methylenecyclopentanecarboxamide (535 mg, 1.197 mmol) and sodium bicarbonate (141 mg, 1.676 mmol) in methylene chloride (4 mL) and water (2 mL) was cooled to 5° C. and treated with m-CPBA (318 mg, 1.436 mmol). The mixture was stirred at 5° C. for 1 hour, then allowed to warm to room temperature and stirred for 18 hours. The mixture was cooled to 5° C., treated with saturated sodium sul... Reactants: NC=1C=C(C=CC1)O (m-aminophenol), CS(=O)C (dimethylsulfoxide), aqueous solution, [OH-].[Na+] (sodium hydroxide), ClCCC[Si](OC)(OC)OC (3-chloropropyl trimethoxysilane). Run in C1(=CC=CC=C1)C (toluene). Product: NC=1C=C(OCCC[Si](OC)(OC)OC)C=CC1 (3(m-aminophenoxy)propyl Trimethoxysilane). Isolated yield 85.0%. Reaction SMILES: [NH2:1][C:2]1[CH:3]=[C:4]([OH:8])[CH:5]=[CH:6][CH:7]=1.CS(C)=O.[OH-].[Na+].Cl[CH2:16][CH2:17][CH2:18][Si:19]([O:24][CH3:25])([O:22][CH3:23])[O:20][CH3:21]>C1(C)C=CC=CC=1>[NH2:1][C:2]1[CH:3]=[C:4]([CH:5]=[CH:6][CH:7]=1)[O:8][CH2:16][CH2:17][CH2:18][Si:19]([O:24][CH3:25])([O:22][CH3:23])[O:20][CH3:21] |f:2.3|. Procedure: Using the general procedure described in the preceding Example 1, a reactor was charged with 300 g (2.75 mole) m-aminophenol, 560 cc dimethylsulfoxide, 600 cc toluene and 216 cc of a 50% aqueous solution of sodium hydroxide (2.70 moles NaOH). The water present in the reactor was removed by azeotropic distillation under a nitrogen atmosphere at a temperature of 120° C. The temperature of the reaction mixture was then lowered to 90° C. and maintained at about this value during the gradual addition...